Task: describe an organic reaction: reactants, conditions, products, and yield. Dataset: the Open Reaction Database (ORD), a public repository of structured organic reaction records Yields the product [N+](=O)([O-])C1=CC2=C(NC(CO2)=O)C=C1 (7-nitro-3-oxo-3,4 dihydro-(2H)-1,4-benzoxazine). Conditions: time 30 minute. The solvent is CN(C)C=O (DMF), CN(C)C=O (DMF). RXN SMILES: Br[CH2:2][C:3](OCC)=[O:4].[F-].[K+].[NH2:10][C:11]1[CH:16]=[CH:15][C:14]([N+:17]([O-:19])=[O:18])=[CH:13][C:12]=1[OH:20]>CN(C=O)C>[N+:17]([C:14]1[CH:15]=[CH:16][C:11]2[NH:10][C:3](=[O:4])[CH2:2][O:20][C:12]=2[CH:13]=1)([O-:19])=[O:18] |f:1.2|. The reactants are NC1=C(C=C(C=C1)[N+](=O)[O-])O (2-Amino-5-nitrophenol), ice water, BrCC(=O)OCC (ethyl bromoacetate), [F-].[K+] (potassium fluoride). Procedure details: Under argon, ethyl bromoacetate (7.2 ml, 65 mmol) was added to a solution of anhydrous potassium fluoride (10 g, 172.1 mmol) in 50 ml anhydrous DMF. The solution was stirred for 30 minutes at room temperature. 2-Amino-5-nitrophenol (Aldrich, 10 g, 65 mmol) was then dissolved in 25 ml of DMF and added dropwise to the reaction with stirring. After the final addition the reaction was warmed to 70 degrees and stirred for 16-24 hours. The reaction was then poured into 300 mls of an ice/water mixture ... The reactants are C(C)(=O)NN (Acetic hydrazide), CCCP1(=O)OP(=O)(OP(=O)(O1)CCC)CCC (1-propanephosphonic acid cyclic anhydride), BrC1=C2N=C(C(=NC2=CC=C1)C(=O)O)NC(C)(C)C (5-bromo-3-(tert-butylamino)quinoxaline-2-carboxylic acid), TEA. Run in CCOC(=O)C (EtOAc). Run at temperature 90 celsius. The product is BrC=1C=CC=C2N=C(C(=NC12)NC(C)(C)C)C=1OC(=NN1)C (8-bromo-N-(tert-butyl)-3-(5-methyl-1,3,4-oxadiazol-2-yl)quinoxalin-2-amine). Isolated yield 45.0%. RXN SMILES: [C:1]([NH:4][NH2:5])(=[O:3])[CH3:2].[Br:6][C:7]1[CH:16]=[CH:15][CH:14]=[C:13]2[C:8]=1[N:9]=[C:10]([NH:20][C:21]([CH3:24])([CH3:23])[CH3:22])[C:11]([C:17](O)=O)=[N:12]2.CCCP1(OP(CCC)(=O)OP(CCC)(=O)O1)=O>CCOC(C)=O>[Br:6][C:7]1[CH:16]=[CH:15][CH:14]=[C:13]2[C:8]=1[N:9]=[C:10]([NH:20][C:21]([CH3:23])([CH3:22])[CH3:24])[C:11]([C:17]1[O:3][C:1]([CH3:2])=[N:4][N:5]=1)=[N:12]2. Procedure: Acetic hydrazide (33 mg, 0.44 mmol) and 5-bromo-3-(tert-butylamino)quinoxaline-2-carboxylic acid (371a) (130 mg, 0.40 mmol) were combined in EtOAc (4 mL) to give a yellow solution. TEA (0.17 mL, 1.20 mmol) was added followed by 1-propanephosphonic acid cyclic anhydride (Aldrich; 50 wt. % solution in EtOAc, 0.59 mL, 1.00 mmol). The reaction was sealed and heated in an oil bath at 90° C. for 16 h. The reaction mixture was cooled to RT, partitioned between saturated NaHCO3 and EtOAc. The aq. layer ... Reactants: Cc1ccc(C(C(=O)O)c2ccc(C)cc2)cc1, CC(C)C(=O)Nc1ccc(F)c(C2CCN(CCCN)CC2)c1. The product is Cc1ccc(C(C(=O)NCCCN2CCC(c3cc(NC(=O)C(C)C)ccc3F)CC2)c2ccc(C)cc2)cc1. RXN SMILES: [CH3:1][c:2]1[cH:3][cH:4][c:5]([CH:8]([C:9](=[O:10])[OH:11])[c:12]2[cH:13][cH:14][c:15]([CH3:18])[cH:16][cH:17]2)[cH:6][cH:7]1.[NH2:19][CH2:20][CH2:21][CH2:22][N:23]1[CH2:24][CH2:25][CH:26]([c:29]2[cH:30][c:31]([NH:36][C:37]([CH:38]([CH3:39])[CH3:40])=[O:41])[cH:32][cH:33][c:34]2[F:35])[CH2:27][CH2:28]1>>[CH3:1][c:2]1[cH:3][cH:4][c:5]([CH:8]([C:9](=[O:11])[NH:19][CH2:20][CH2:21][CH2:22][N:23]2[CH2:24][CH2:25][CH:26]([c:29]3[cH:30][c:31]([NH:36][C:37]([CH:38]([CH3:39])[CH3:40])=[O:41])[cH:32][cH:33][c:34]3[F:35])[CH2:27][CH2:28]2)[c:12]2[cH:13][cH:14][c:15]([CH3:18])[cH:16][cH:17]2)[cH:6][cH:7]1. The reactants are C(C)OC(CNCCNS(=O)(=O)C=1SC(=NN1)C1=C(C=C(C=C1)Cl)[N+](=O)[O-])=O (N-{2-[5-(4-chloro-2-nitrophenyl)-1,3,4-thiadiazole-2-sulfonylamino]-ethyl}-glycine ethyl ester), C(C1=CC=CC=C1)(C1=CC=CC=C1)OC(=O)NC=1NC(C=2N=CN(C2N1)CC(=O)O)=O ([2-N-(benzhydryloxycarbonyl)-guanin-9-yl]-acetic acid). Yields the product C(C)OC(CN(C(CN1C=2N=C(NC(C2N=C1)=O)NC(=O)OC(C1=CC=CC=C1)C1=CC=CC=C1)=O)CCNS(=O)(=O)C=1SC(=NN1)C1=C(C=C(C=C1)Cl)[N+](=O)[O-])=O (N-{2-[5-(4-Chloro-2-nitrophenyl)-1,3,4-thiadiazole-2-sulfonylamino]-ethyl}-N-{[2-N-(benzhydryloxycarbonyl)-guanin-9-yl]-acetyl}-glycine ethyl ester). Reaction SMILES: [CH2:1]([O:3][C:4](=[O:28])[CH2:5][NH:6][CH2:7][CH2:8][NH:9][S:10]([C:13]1[S:14][C:15]([C:18]2[CH:23]=[CH:22][C:21]([Cl:24])=[CH:20][C:19]=2[N+:25]([O-:27])=[O:26])=[N:16][N:17]=1)(=[O:12])=[O:11])[CH3:2].[CH:29]([O:42][C:43]([NH:45][C:46]1[NH:47][C:48](=[O:59])[C:49]2[N:50]=[CH:51][N:52]([CH2:55][C:56](O)=[O:57])[C:53]=2[N:54]=1)=[O:44])([C:36]1[CH:41]=[CH:40][CH:39]=[CH:38][CH:37]=1)[C:30]1[CH:35]=[CH:34][CH:33]=[CH:32][CH:31]=1>>[CH2:1]([O:3][C:4](=[O:28])[CH2:5][N:6]([CH2:7][CH2:8][NH:9][S:10]([C:13]1[S:14][C:15]([C:18]2[CH:23]=[CH:22][C:21]([Cl:24])=[CH:20][C:19]=2[N+:25]([O-:27])=[O:26])=[N:16][N:17]=1)(=[O:12])=[O:11])[C:56](=[O:57])[CH2:55][N:52]1[CH:51]=[N:50][C:49]2[C:48](=[O:59])[NH:47][C:46]([NH:45][C:43]([O:42][CH:29]([C:36]3[CH:41]=[CH:40][CH:39]=[CH:38][CH:37]=3)[C:30]3[CH:35]=[CH:34][CH:33]=[CH:32][CH:31]=3)=[O:44])=[N:54][C:53]1=2)[CH3:2]. Procedure details: The title compound was synthesized by the reaction of N-{2-[5-(4-chloro-2-nitrophenyl)-1,3,4-thiadiazole-2-sulfonylamino]-ethyl}-glycine ethyl ester with [2-N-(benzhydryloxycarbonyl)-guanin-9-yl]-acetic acid as per the procedure of example 13. 1H NMR (400 MHz; DMSO-d6) δ 11.65 (brs, 1H), 11.25 (s, 0.45H), 11.23 (s, 0.55H), 9.20 (brs, 1H), 8.39 (s, 1H), 8.03–7.91 (m, 2H), 7.82 (s, 0.55H), 7.80 (s, 0.45H), 7.46 (d, 4H), 7.38 (t, 4H), 7.30 (dt, 2H), 6.87 (s, 1H), 5.15 (s, 1.1H), 4.96 (s, 0.9H), 4.4...